Task: describe an organic reaction: reactants, conditions, products, and yield. Dataset: the Open Reaction Database (ORD), a public repository of structured organic reaction records Yields the product C(C)(=O)N1CCC(CC1)(C(=O)OC)CN1C(CN(CC1)S(=O)(=O)C1=COC2=C(C1=O)C=CC(=C2)Cl)=O (1-(1-acetyl-4-methoxycarbonylpiperidin-4-ylmethyl)-4-(7-chloro-4-oxo-4H-benzopyran-3-sulfonyl)-2-piperazinone). The yield is 71.3%. Solvent: ClCCl (dichloromethane), ClCCl (dichloromethane), ClCCl (dichloromethane). The reactants are C(C)(=O)N1CCC(CC1)(C(=O)OC)CN1C(CNCC1)=O (1-(1-acetyl-4-methoxycarbonylpiperidin-4-ylmethyl)-2-piperazinone), C(C)(C)N(CC)C(C)C (diisopropylethylamine), ClC1=CC2=C(C(C(=CO2)S(=O)(=O)Cl)=O)C=C1 (7-chloro-4-oxo-4H-benzopyran-3-sulfonyl chloride). Reaction SMILES: [C:1]([N:4]1[CH2:9][CH2:8][C:7]([CH2:14][N:15]2[CH2:20][CH2:19][NH:18][CH2:17][C:16]2=[O:21])([C:10]([O:12][CH3:13])=[O:11])[CH2:6][CH2:5]1)(=[O:3])[CH3:2].C(N(C(C)C)CC)(C)C.[Cl:31][C:32]1[CH:46]=[CH:45][C:35]2[C:36](=[O:44])[C:37]([S:40](Cl)(=[O:42])=[O:41])=[CH:38][O:39][C:34]=2[CH:33]=1>ClCCl>[C:1]([N:4]1[CH2:5][CH2:6][C:7]([CH2:14][N:15]2[CH2:20][CH2:19][N:18]([S:40]([C:37]3[C:36](=[O:44])[C:35]4[CH:45]=[CH:46][C:32]([Cl:31])=[CH:33][C:34]=4[O:39][CH:38]=3)(=[O:42])=[O:41])[CH2:17][C:16]2=[O:21])([C:10]([O:12][CH3:13])=[O:11])[CH2:8][CH2:9]1)(=[O:3])[CH3:2]. Procedure: To a solution of 1-(1-acetyl-4-methoxycarbonylpiperidin-4-ylmethyl)-2-piperazinone (850 mg) and diisopropylethylamine (555 mg) in dichloromethane (15 ml) was gradually added dropwise at 0° C. a solution of 7-chloro-4-oxo-4H-benzopyran-3-sulfonyl chloride (960 mg) in dichloromethane (5 ml), and the mixture was stirred at 0° C. for 30 minutes. The reaction solution was diluted with dichloromethane, washed with water, citric acid solution, sodium bicarbonate solution and brine, dried and concentrat... Reaction conditions: temperature 0 celsius, time 30 minute. Reactants: CCN(CC)CCNC(=O)c1c(C)[nH]c(C=O)c1C, C1CCNCC1, CCO, O=C1Cc2c(cccc2-c2cncc(C(=O)O)c2)N1. Product: CCN(CC)CCNC(=O)c1c(C)[nH]c(C=C2C(=O)Nc3cccc(-c4cncc(C(=O)O)c4)c32)c1C. Reaction SMILES: [CH2:20]([CH3:21])[N:22]([CH2:23][CH2:24][NH:25][C:26](=[O:27])[c:28]1[c:29]([CH3:36])[nH:30][c:31]([CH:34]=[O:35])[c:32]1[CH3:33])[CH2:37][CH3:38].[CH2:39]1[CH2:40][CH2:41][NH:42][CH2:43][CH2:44]1.[CH3:45][CH2:46][OH:47].[O:1]=[C:2]1[NH:3][c:4]2[cH:5][cH:6][cH:7][c:8](-[c:11]3[cH:12][n:13][cH:14][c:15]([C:16](=[O:17])[OH:18])[cH:19]3)[c:9]2[CH2:10]1>>[O:1]=[C:2]1[NH:3][c:4]2[cH:5][cH:6][cH:7][c:8](-[c:11]3[cH:12][n:13][cH:14][c:15]([C:16](=[O:17])[OH:18])[cH:19]3)[c:9]2[C:10]1=[CH:34][c:31]1[nH:30][c:29]([CH3:36])[c:28]([C:26]([NH:25][CH2:24][CH2:23][N:22]([CH2:20][CH3:21])[CH2:37][CH3:38])=[O:27])[c:32]1[CH3:33]. Reactants: C(C)OP(OCC)(=O)COC(CN1C2=NC(=NC(=C2N=C1)N)OCCOC)COC1=CC=CC=C1 ((2-(6-amino-2-(2-methoxyethoxy)purin-9-yl)-1-phenoxymethylethoxymethyl)-phosphonic acid diethyl ester), C1CC(=O)N(C1=O)Br (NBS). Solvent: CC#N (CH3CN). Run at time 1 hour. Yields the product C(C)OP(OCC)(=O)COC(CN1C2=NC(=NC(=C2N=C1Br)N)OCCOC)COC1=CC=CC=C1 ((2-(6-amino-8-bromo-2-(2-methoxy-ethoxy)purin-9-yl)-1-(phenoxymethyl)ethoxymethyl)phosphonic acid diethyl ester). RXN SMILES: [CH2:1]([O:3][P:4]([CH2:9][O:10][CH:11]([CH2:28][O:29][C:30]1[CH:35]=[CH:34][CH:33]=[CH:32][CH:31]=1)[CH2:12][N:13]1[CH:21]=[N:20][C:19]2[C:14]1=[N:15][C:16]([O:23][CH2:24][CH2:25][O:26][CH3:27])=[N:17][C:18]=2[NH2:22])(=[O:8])[O:5][CH2:6][CH3:7])[CH3:2].C1C(=O)N([Br:43])C(=O)C1>CC#N>[CH2:6]([O:5][P:4]([CH2:9][O:10][CH:11]([CH2:28][O:29][C:30]1[CH:31]=[CH:32][CH:33]=[CH:34][CH:35]=1)[CH2:12][N:13]1[C:21]([Br:43])=[N:20][C:19]2[C:14]1=[N:15][C:16]([O:23][CH2:24][CH2:25][O:26][CH3:27])=[N:17][C:18]=2[NH2:22])(=[O:8])[O:3][CH2:1][CH3:2])[CH3:7]. Procedure: To a solution of the phosphonate prepared in step 2 (300 mg, 0.59 mmol) in CH3CN (5 ml) was added NBS (157 mg, 0.88 mmol) at room temperature. The reaction mixture was stirred at room temperature for 1 h. The solvent was removed and the residue was washed with sat. aq Na2SO3 solution. The aqueous phase was extracted again with DCM. The organic layer was dried over Na2SO4, filtered, concentrated, and purified by prep HPLC on a C18 column, eluting with a gradient of 5-95% CH3CN in H2O as solvent. ...